Dataset: the Open Reaction Database (ORD), a public repository of structured organic reaction records. Task: describe an organic reaction: reactants, conditions, products, and yield Reactants: Fc1nc(F)c(OC(F)F)c(Cl)n1, N, C1CCOC1. Yields the product Nc1nc(F)c(OC(F)F)c(Cl)n1. Reaction SMILES: [F:2][c:3]1[n:4][c:5]([Cl:14])[c:6]([O:10][CH:11]([F:12])[F:13])[c:7]([F:9])[n:8]1.[NH3:1].[O:15]1[CH2:16][CH2:17][CH2:18][CH2:19]1>>[NH2:1][c:3]1[n:4][c:5]([Cl:14])[c:6]([O:10][CH:11]([F:12])[F:13])[c:7]([F:9])[n:8]1. Reactants: NC1=CC2=C(N=C(N2)C2=C(C=C(C=C2)O)OC)C=C1 (5-amino-2-(2'-methoxy-4'-hydroxy-phenyl)-benzimidazole), CS(=O)(=O)Cl (methanesulfonic acid chloride). The product is CS(=O)(=O)NC1=CC2=C(N=C(N2)C2=C(C=C(C=C2)OS(=O)(=O)C)OC)C=C1 (5-Methanesulfonylamino-2-(2'-methoxy-4'-methanesulfonyloxy-phenyl)-benzimidazole). As a reaction SMILES: [NH2:1][C:2]1[CH:19]=[CH:18][C:5]2[N:6]=[C:7]([C:9]3[CH:14]=[CH:13][C:12]([OH:15])=[CH:11][C:10]=3[O:16][CH3:17])[NH:8][C:4]=2[CH:3]=1.[CH3:20][S:21](Cl)(=[O:23])=[O:22]>>[CH3:20][S:21]([NH:1][C:2]1[CH:19]=[CH:18][C:5]2[N:6]=[C:7]([C:9]3[CH:14]=[CH:13][C:12]([O:15][S:21]([CH3:20])(=[O:23])=[O:22])=[CH:11][C:10]=3[O:16][CH3:17])[NH:8][C:4]=2[CH:3]=1)(=[O:23])=[O:22]. Reported procedure: Prepared analogously to Example 1 from 5-amino-2-(2'-methoxy-4'-hydroxy-phenyl)-benzimidazole and methanesulfonic acid chloride. Reactants: [N+](=O)([O-])C=CCCCCCCCCCCC (1-nitro-1-tridecene), C(CC(=O)C(=O)OCC)(=O)OCC.[Na] (sodium diethyl oxalacetate). Run in C(Cl)Cl (methylene chloride), O1CCCC1 (tetrahydrofuran). Reaction conditions: temperature 30 celsius, time 4 hour. Yields the product C(=O)(OCC)C1C(C(C(C1CCCCCCCCCCC)[N+](=O)[O-])=O)=O (3-carbethoxy-5-nitro-4-undecyl-1,2-cyclopentanedione), [Na] (sodium). Reaction SMILES: [C:1]([O:11][CH2:12][CH3:13])(=[O:10])[CH2:2][C:3]([C:5]([O:7]CC)=O)=[O:4].[Na:14].[N+:15]([CH:18]=[CH:19][CH2:20][CH2:21][CH2:22][CH2:23][CH2:24][CH2:25][CH2:26][CH2:27][CH2:28][CH2:29][CH3:30])([O-:17])=[O:16]>O1CCCC1.C(Cl)Cl>[C:1]([CH:2]1[CH:19]([CH2:20][CH2:21][CH2:22][CH2:23][CH2:24][CH2:25][CH2:26][CH2:27][CH2:28][CH2:29][CH3:30])[CH:18]([N+:15]([O-:17])=[O:16])[C:5](=[O:7])[C:3]1=[O:4])([O:11][CH2:12][CH3:13])=[O:10].[Na:14] |f:0.1,^1:13,64|. Reported procedure: A suspension of 90% sodium diethyl oxalacetate (17.77 g., 76.1 mmol) in tetrahydrofuran (75 ml) was treated dropwise over a 15 minute period with a solution of 1-nitro-1-tridecene (17.30 g., 76.1 mmol) in methylene chloride (about 100 ml). After a complete solution was obtained the reaction mixture was heated in an 80°-90° C. oil bath and the solvent allowed to distill through a 10 cm vigreux column until the boiling point of the distillate reached 63° C. (100-120 ml of the solvent had distilled...